Task: describe an organic reaction: reactants, conditions, products, and yield. Dataset: the Open Reaction Database (ORD), a public repository of structured organic reaction records Reactants: ClC1=CC=C(C=C1)C(CC(CCCO)=O)=O (6-(4-Chlorophenyl)-4,6-diketohexanol), N(N)C=1SC2=C(N1)C=CC=C2 (2-hydrazinobenzothiazole). The solvent is N1=CC=CC=C1 (pyridine), CO (MeOH). Run at time 48 hour. Yields the product S1C(=NC2=C1C=CC=C2)N2N=C(CC2(O)C2=CC=C(C=C2)Cl)CCCO (1-(2-Benzothiazolyl)-5-(4-chlorophenyl)-5-hydroxy-3-(3- hydroxypropyl)-2-pyrazoline). As a reaction SMILES: [Cl:1][C:2]1[CH:7]=[CH:6][C:5]([C:8](=[O:16])[CH2:9][C:10](=O)[CH2:11][CH2:12][CH2:13][OH:14])=[CH:4][CH:3]=1.[NH:17]([C:19]1[S:20][C:21]2[CH:27]=[CH:26][CH:25]=[CH:24][C:22]=2[N:23]=1)[NH2:18]>N1C=CC=CC=1.CO>[S:20]1[C:21]2[CH:27]=[CH:26][CH:25]=[CH:24][C:22]=2[N:23]=[C:19]1[N:17]1[C:8]([C:5]2[CH:6]=[CH:7][C:2]([Cl:1])=[CH:3][CH:4]=2)([OH:16])[CH2:9][C:10]([CH2:11][CH2:12][CH2:13][OH:14])=[N:18]1. Procedure details: 6-(4-Chlorophenyl)-4,6-diketohexanol (7.2 g, 30 mM) was treated with 2-hydrazinobenzothiazole (4.96 g, 30 mM) in pyridine (5 ml) and MeOH (150 ml) at reflux for 2 hr and then allowed to stand at RT for 48 hr. The solvents were removed in vacuo and the crude residue purified by flash chromatography on silica with Et2O:Et3N (2.5%) as eluent. The title compound (1) was obtained as a pale yellow solid, (3.15 g, mp=132°-134° C.) upon recrystallization from Et2O:hexane. NMR(CDCl3) δ 3.2 (2H, C4 -H); M... The reactants are C(C)(C)(C)OC(NCC1=NC=C(C2=CC(=C(C=C12)OC)OC)CC(N(C(C)C1=CC=CC=C1)C)=O)=O ((6,7-dimethoxy-4-{[methyl-(1-phenyl-ethyl)-carbamoyl]-methyl}-isoquinolin-1-ylmethyl)-carbamic acid tert-butyl ester), Cl (HCl). Run in CCOC(=O)C (EtOAc). Product: Cl.NCC1=NC=C(C2=CC(=C(C=C12)OC)OC)CC(=O)N(C(C)C1=CC=CC=C1)C (2-(1-aminomethyl-6,7-dimethoxy-isoquinolin-4-yl)-N-methyl-N-(1-phenyl-ethyl)-acetamide hydrochloride). The yield is 99.0%. RXN SMILES: C(OC(=O)[NH:7][CH2:8][C:9]1[C:18]2[C:13](=[CH:14][C:15]([O:21][CH3:22])=[C:16]([O:19][CH3:20])[CH:17]=2)[C:12]([CH2:23][C:24](=[O:35])[N:25]([CH3:34])[CH:26]([C:28]2[CH:33]=[CH:32][CH:31]=[CH:30][CH:29]=2)[CH3:27])=[CH:11][N:10]=1)(C)(C)C.[ClH:37]>CCOC(C)=O>[ClH:37].[NH2:7][CH2:8][C:9]1[C:18]2[C:13](=[CH:14][C:15]([O:21][CH3:22])=[C:16]([O:19][CH3:20])[CH:17]=2)[C:12]([CH2:23][C:24]([N:25]([CH3:34])[CH:26]([C:28]2[CH:29]=[CH:30][CH:31]=[CH:32][CH:33]=2)[CH3:27])=[O:35])=[CH:11][N:10]=1 |f:3.4|. Reported procedure: As described in Example 1, 85 mg of (6,7-dimethoxy-4-{[methyl-(1-phenyl-ethyl)-carbamoyl]-methyl}-isoquinolin-1-ylmethyl)-carbamic acid tert-butyl ester was treated with HCl in EtOAc to give 67 mg (99%) of 2-(1-aminomethyl-6,7-dimethoxy-isoquinolin-4-yl)-N-methyl-N-(1-phenyl-ethyl)-acetamide hydrochloride. MS: APCI (M+H) calc'd for C23H27N3O3+H 394.5; found 394.1.